Task: describe an organic reaction: reactants, conditions, products, and yield. Dataset: the Open Reaction Database (ORD), a public repository of structured organic reaction records Starting materials: Cc1cc(C)c2c(c1Br)OC(C)C2, CO, C[O-], CCOC(C)=O, Cl, I[Cu]I, [Na+], CN(C)C=O. Yields the product COc1c(C)cc(C)c2c1OC(C)C2. As a reaction SMILES: [Br:1][c:2]1[c:3]([CH3:13])[cH:4][c:5]([CH3:12])[c:6]2[c:10]1[O:9][CH:8]([CH3:11])[CH2:7]2.[CH3:14][OH:15].[CH3:16][O-:17].[CH3:25][CH2:26][O:27][C:28](=[O:29])[CH3:30].[ClH:24].[Cu:31]([I:32])[I:33].[Na+:18].[O:19]=[CH:20][N:21]([CH3:22])[CH3:23]>>[c:2]1([O:19][CH3:20])[c:3]([CH3:13])[cH:4][c:5]([CH3:12])[c:6]2[c:10]1[O:9][CH:8]([CH3:11])[CH2:7]2. Starting materials: COCC1CNCCO1, CCSC1=NC(=O)C(=Cc2ccc3c(cnn3Cc3ccc(Cl)cc3C(F)(F)F)c2)S1. Product: COCC1CN(C2=NC(=O)C(=Cc3ccc4c(cnn4Cc4ccc(Cl)cc4C(F)(F)F)c3)S2)CCO1. RXN SMILES: [CH3:32][O:33][CH2:34][CH:35]1[O:36][CH2:37][CH2:38][NH:39][CH2:40]1.[Cl:1][c:2]1[cH:3][c:4]([C:28]([F:29])([F:30])[F:31])[c:5]([CH2:6][n:7]2[n:8][cH:9][c:10]3[cH:11][c:12]([CH:16]=[C:17]4[C:18](=[O:25])[N:19]=[C:20]([S:22][CH2:23][CH3:24])[S:21]4)[cH:13][cH:14][c:15]23)[cH:26][cH:27]1>>[Cl:1][c:2]1[cH:3][c:4]([C:28]([F:29])([F:30])[F:31])[c:5]([CH2:6][n:7]2[n:8][cH:9][c:10]3[cH:11][c:12]([CH:16]=[C:17]4[C:18](=[O:25])[N:19]=[C:20]([N:39]5[CH2:38][CH2:37][O:36][CH:35]([CH2:34][O:33][CH3:32])[CH2:40]5)[S:21]4)[cH:13][cH:14][c:15]23)[cH:26][cH:27]1. The reactants are C(C)(C)(C)C1=NC=NC=C1C(C1=CC=C(C=C1)Cl)=O (4-t-butyl-5-(4-chlorobenzoyl)pyrimidine). Solvent: C(C)O (ethanol). Product: C(C)(C)(C)C1=NC=NC=C1C(O)C1=CC=C(C=C1)Cl (4-t-Butyl-5-[(4-chlorophenyl)hydroxymethyl]pyrimidine). Yield: 59.6%. RXN SMILES: [C:1]([C:5]1[C:10]([C:11](=[O:19])[C:12]2[CH:17]=[CH:16][C:15]([Cl:18])=[CH:14][CH:13]=2)=[CH:9][N:8]=[CH:7][N:6]=1)([CH3:4])([CH3:3])[CH3:2]>C(O)C>[C:1]([C:5]1[C:10]([CH:11]([C:12]2[CH:13]=[CH:14][C:15]([Cl:18])=[CH:16][CH:17]=2)[OH:19])=[CH:9][N:8]=[CH:7][N:6]=1)([CH3:4])([CH3:2])[CH3:3]. Procedure details: 1 g of 4-t-butyl-5-(4-chlorobenzoyl)pyrimidine was dissolved in 20 ml of ethanol, and 0.8 g of a borane ammonia complex was added. The mixture was heated at 50° C.-60° C. for 1 hour, and further refluxed under heating for 30 minutes. After the solvent was distilled off under reduced pressure, water was added, and extraction with chloroform was carried out. The extract layer was washed with water and dried over anhydrous sodium sulfate. The solvent was distilled off under reduced pressure to obta...